This data is from the Open Reaction Database (ORD), a public repository of structured organic reaction records. The task is: describe an organic reaction: reactants, conditions, products, and yield Starting materials: C(C)(=O)OC(C)=O (acetic anhydride), C(=O)O (formic acid), C(C)C1=CC(=C(OC2=C(N)C=CC=C2)C=C1)OC (2-(4-ethyl-2-methoxyphenoxy)aniline). The solvent is C1CCOC1 (THF), C1CCOC1 (THF). Reaction conditions: temperature 60 celsius, time 2 hour. Product: C(C)C1=CC(=C(OC2=C(C=CC=C2)NC=O)C=C1)OC (N-[2-(4-ethyl-2-methoxyphenoxy)phenyl]formamide). Isolated yield 126.4%. Reaction SMILES: [C:1](OC(=O)C)(=[O:3])C.C(O)=O.[CH2:11]([C:13]1[CH:26]=[CH:25][C:16]([O:17][C:18]2[CH:24]=[CH:23][CH:22]=[CH:21][C:19]=2[NH2:20])=[C:15]([O:27][CH3:28])[CH:14]=1)[CH3:12]>C1COCC1>[CH2:11]([C:13]1[CH:26]=[CH:25][C:16]([O:17][C:18]2[CH:24]=[CH:23][CH:22]=[CH:21][C:19]=2[NH:20][CH:1]=[O:3])=[C:15]([O:27][CH3:28])[CH:14]=1)[CH3:12]. Procedure details: To acetic anhydride (0.53 mmol; 51 μL) under argon, at 0° C., was added formic acid (0.66 mmol; 25 μL). The reaction was stirred 2 hours at 60° C. After cooling to 0° C., the mixture was diluted with 1 mL of dry THF, followed by a solution of 2-(4-ethyl-2-methoxyphenoxy)aniline (0.21 mmol; 50 mg) in dry THF (1 mL). The reaction was stirred 2 hours at room temperature. The mixture was concentrated in vacuo to give the title compound (72 mg; quantitative) as a brown oil, used without further purif... Reaction SMILES: [NH2:1][C:2]1[CH:3]=[C:4]([C:8]2[N:9]=[C:10]3[N:14]([C:15]=2[C:16]2[CH:21]=[CH:20][N:19]=[C:18]([NH:22][C:23]4[CH:28]=[CH:27][CH:26]=[C:25]([CH2:29][CH2:30][N:31]5[CH2:36][CH2:35][O:34][CH2:33][CH2:32]5)[CH:24]=4)[N:17]=2)[CH:13]=[CH:12][S:11]3)[CH:5]=[CH:6][CH:7]=1.NC1C=C(C2N=C3N(C=2C2C=CN=C(NC4C=CC=C(OCCCN5CCOCC5)C=4)N=2)C=CS3)C=CC=1.[C:75]1([CH2:81][C:82](Cl)=[O:83])[CH:80]=[CH:79][CH:78]=[CH:77][CH:76]=1.FC1C=CC=C(F)C=1C(Cl)=O>>[N:31]1([CH2:30][CH2:29][C:25]2[CH:24]=[C:23]([NH:22][C:18]3[N:17]=[C:16]([C:15]4[N:14]5[C:10]([S:11][CH:12]=[CH:13]5)=[N:9][C:8]=4[C:4]4[CH:3]=[C:2]([NH:1][C:82](=[O:83])[CH2:81][C:75]5[CH:80]=[CH:79][CH:78]=[CH:77][CH:76]=5)[CH:7]=[CH:6][CH:5]=4)[CH:21]=[CH:20][N:19]=3)[CH:28]=[CH:27][CH:26]=2)[CH2:36][CH2:35][O:34][CH2:33][CH2:32]1. The product is N1(CCOCC1)CCC=1C=C(C=CC1)NC1=NC=CC(=N1)C1=C(N=C2SC=CN21)C=2C=C(C=CC2)NC(CC2=CC=CC=C2)=O (N-(3-(5-(2-((3-(2-morpholin-4-ylethyl)phenyl)amino)pyrimidin-4-yl)imidazo[2,1-b][1,3]thiazol-6-yl)phenyl)-2-phenylacetamide). Procedure details: The title compound was prepared as described in EXAMPLE 297, with the following substitutions: 4-(6-(3-aminophenyl)imidazo[2,1-b]thiazol-5-yl)-N-(3-(2-morpholinoethyl)phenyl)pyrimidin-2-amine for 4-(6-(3-aminophenyl)imidazo[2,1-b]thiazol-5-yl)-N-(3-(3-morpholinopropoxy)phenyl)pyrimidin-2-amine and 2-phenylacetyl chloride for 2,6-difluorobenzoyl chloride. (ESI(+)) m/e 616 (M+H)+; (ESI(−)) m/e 614 (M−H)−; 1H-NMR (300 MHz, DMSO-d6) □ 10.29 (s, 1H), 9.62 (s, 1H), 8.80 (d, 1H), 8.26 (d, 1H), 7.88 (t,... The reactants are NC=1C=C(C=CC1)C=1N=C2SC=CN2C1C1=NC(=NC=C1)NC1=CC(=CC=C1)CCN1CCOCC1 (4-(6-(3-aminophenyl)imidazo[2,1-b]thiazol-5-yl)-N-(3-(2-morpholinoethyl)phenyl)pyrimidin-2-amine), FC1=C(C(=O)Cl)C(=CC=C1)F (2,6-difluorobenzoyl chloride), NC=1C=C(C=CC1)C=1N=C2SC=CN2C1C1=NC(=NC=C1)NC1=CC(=CC=C1)OCCCN1CCOCC1 (4-(6-(3-aminophenyl)imidazo[2,1-b]thiazol-5-yl)-N-(3-(3-morpholinopropoxy)phenyl)pyrimidin-2-amine), C1(=CC=CC=C1)CC(=O)Cl (2-phenylacetyl chloride). The reactants are CCCCCCCCCCCCCCCCOC(C)=O, CCCCCCCC(=O)C([NH3+])(C(=O)CCCCCCC)C(=O)CCCCCCC, [Cl-], [Na+], [OH-], O. The product is CCCCCCCCCCCCCCCCO. As a reaction SMILES: [C:1](=[O:2])([CH3:3])[O:4][CH2:5][CH2:6][CH2:7][CH2:8][CH2:9][CH2:10][CH2:11][CH2:12][CH2:13][CH2:14][CH2:15][CH2:16][CH2:17][CH2:18][CH2:19][CH3:20].[C:24]([C:25]([NH3+:26])([C:27](=[O:28])[CH2:29][CH2:30][CH2:31][CH2:32][CH2:33][CH2:34][CH3:35])[C:36](=[O:37])[CH2:38][CH2:39][CH2:40][CH2:41][CH2:42][CH2:43][CH3:44])(=[O:45])[CH2:46][CH2:47][CH2:48][CH2:49][CH2:50][CH2:51][CH3:52].[Cl-:23].[Na+:22].[OH-:21].[OH2:53]>>[OH:4][CH2:5][CH2:6][CH2:7][CH2:8][CH2:9][CH2:10][CH2:11][CH2:12][CH2:13][CH2:14][CH2:15][CH2:16][CH2:17][CH2:18][CH2:19][CH3:20]. Starting materials: C(=CCCCCCCCCCCCC)C1=CC(=CN1)C(=O)O (5-(1-tetradecenyl)pyrrole-3-carboxylic acid). The reagents and catalysts are [Pd] (palladium black). Solvent: C(C)O (ethanol). Product: C(CCCCCCCCCCCCC)C1=CC(=CN1)C(=O)O (5-tetradecylpyrrole-3-carboxylic acid). Yield: 81.3%. Reaction SMILES: [CH:1]([C:15]1[NH:19][CH:18]=[C:17]([C:20]([OH:22])=[O:21])[CH:16]=1)=[CH:2][CH2:3][CH2:4][CH2:5][CH2:6][CH2:7][CH2:8][CH2:9][CH2:10][CH2:11][CH2:12][CH2:13][CH3:14]>[Pd].C(O)C>[CH2:1]([C:15]1[NH:19][CH:18]=[C:17]([C:20]([OH:22])=[O:21])[CH:16]=1)[CH2:2][CH2:3][CH2:4][CH2:5][CH2:6][CH2:7][CH2:8][CH2:9][CH2:10][CH2:11][CH2:12][CH2:13][CH3:14]. Procedure details: An ethanol solution (20 ml) of 3.05 g (10 mmol) of 5-(1-tetradecenyl)pyrrole-3-carboxylic acid prepared in the same manner as in Synthetic Example 7 was subjected to catalytic reduction for 2 hours in the presence of 300 mg of 10% palladium black. After removing the solvent the preduct was crystallized from heptane to obtain 2.50 g (82% yield) of a product identical to the one prepared in Example 4. Product: C1(=CC=CC=C1)C(CC(=O)N[C@H]1CC[C@H]2CN(C[C@H]21)CC2=CC(=CC=C2)C(F)(F)F)C2=CC=CC=C2 (3,3-diphenyl-N-{(3aS*,4S*,6aR*)-2-[3-(trifluoromethyl)benzyl]octahydrocyclopenta[c]pyrrol-4-yl}propanamide). Starting materials: C1(=CC=CC=C1)C1(CCCC1)C(=O)O (1-phenylcyclopentanecarboxylic acid), CC(C(C(=O)N[C@H]1CC[C@H]2CN(C[C@H]21)CC2=CC(=CC=C2)C(F)(F)F)C2=CC=CC=C2)C (3-methyl-2-phenyl-N-{(3aS*,4S*,6aR*)-2-[3-(trifluoromethyl)benzyl]octahydrocyclopenta[c]pyrrol-4-yl}butanamide), C(C1=CC=CC=C1)N1C[C@H]2[C@@H](C1)C(CC2)N ((3aS*,6aR*)-2-benzyloctahydrocyclopenta[c]pyrrol-4-amine). As a reaction SMILES: [C:1]1([C:7]2([C:12](O)=O)[CH2:11][CH2:10][CH2:9][CH2:8]2)[CH:6]=[CH:5][CH:4]=[CH:3][CH:2]=1.CC(C)C(C1C=CC=CC=1)[C:18]([NH:20][C@@H:21]1[C@H:28]2[C@H:24]([CH2:25][N:26]([CH2:29][C:30]3[CH:35]=[CH:34][CH:33]=[C:32]([C:36]([F:39])([F:38])[F:37])[CH:31]=3)[CH2:27]2)[CH2:23][CH2:22]1)=[O:19].[CH2:47](N1C[C@H]2C(N)CC[C@H]2C1)[C:48]1C=CC=CC=1>>[C:11]1([CH:7]([C:1]2[CH:2]=[CH:3][CH:4]=[CH:5][CH:6]=2)[CH2:12][C:18]([NH:20][C@@H:21]2[C@H:28]3[C@H:24]([CH2:25][N:26]([CH2:29][C:30]4[CH:35]=[CH:34][CH:33]=[C:32]([C:36]([F:39])([F:37])[F:38])[CH:31]=4)[CH2:27]3)[CH2:23][CH2:22]2)=[O:19])[CH:10]=[CH:9][CH:8]=[CH:48][CH:47]=1. Procedure: The title compound was prepared by substituting 3,3-diphenylpropanoic acid for 1-phenylcyclopentanecarboxylic acid and (3aS*,4S*,6aR*)-2-(3-(trifluoromethyl)benzyl)octahydrocyclopenta[c]pyrrol-4-amine from Example 122 Step E for (3aS*,6aR*)-2-benzyloctahydrocyclopenta[c]pyrrol-4-amine in the procedure described for Example 1: 1H NMR (500 MHz, pyridine-d5) δ ppm 8.10 (d, J=7.0, 1H), 7.72 (s, 1H), 7.62 (d, J=7.8, 1H), 7.48 (t, J=7.7, 1H), 7.39 (dd, J=2.6, 7.5, 5H), 7.26 (dt, J=7.6, 15.1, 5H), 7.17...